The task is: describe an organic reaction: reactants, conditions, products, and yield. This data is from the Open Reaction Database (ORD), a public repository of structured organic reaction records. Reactants: C1(=CC=CC=C1)S(=O)(=O)N1N=C(C(=C1)I)C=1C=NC=CC1 (3-(1-phenylsulfonyl-4-iodo-1H-pyrazol-3-yl)-pyridine), C(#CCCCC)C=1C(=NNC1)C=1CN(CCC1)C (3-(4-Hex-1-ynyl-1H-pyrazol-3-yl)-1,2,5,6-tetrahydro-1-methylpyridine), C#CCCCCCCC (non-1-yne). The solvent is C(C)OCC (diethyl ether). Product: C(#CCCCCCCC)C=1C(=NNC1)C=1C=NC=CC1 (3-(4-Non-1-ynyl-1H-pyrazol-3-yl)-pyridine), C1(=CC=CC=C1)S(=O)(=O)N1N=C(C(=C1)C#CCCCCCCC)C=1C=NC=CC1 (3-(1-phenylsulfonyl-4-non-1-ynyl-1H-pyrazol-3-yl)-pyridine). Isolated yield 80.0%. As a reaction SMILES: [C:1]([C:7]1[C:8]([C:12]2[CH2:13][N:14](C)[CH2:15][CH2:16][CH:17]=2)=[N:9][NH:10][CH:11]=1)#[C:2][CH2:3][CH2:4][CH2:5][CH3:6].[CH:19]#[C:20][CH2:21][CH2:22][CH2:23][CH2:24][CH2:25][CH2:26][CH3:27].[C:28]1([S:34]([N:37]2[CH:41]=[C:40](I)[C:39]([C:43]3[CH:44]=[N:45][CH:46]=[CH:47][CH:48]=3)=[N:38]2)(=[O:36])=[O:35])[CH:33]=[CH:32][CH:31]=[CH:30][CH:29]=1>C(OCC)C>[C:1]([C:7]1[C:8]([C:12]2[CH:13]=[N:14][CH:15]=[CH:16][CH:17]=2)=[N:9][NH:10][CH:11]=1)#[C:2][CH2:3][CH2:4][CH2:5][CH2:6][CH2:19][CH2:20][CH3:21].[C:28]1([S:34]([N:37]2[CH:41]=[C:40]([C:19]#[C:20][CH2:21][CH2:22][CH2:23][CH2:24][CH2:25][CH2:26][CH3:27])[C:39]([C:43]3[CH:44]=[N:45][CH:46]=[CH:47][CH:48]=3)=[N:38]2)(=[O:36])=[O:35])[CH:33]=[CH:32][CH:31]=[CH:30][CH:29]=1. Reported procedure: Compound 44C was prepared following the procedure as described for the synthesis of compound 44A (see Scheme 9) using non-1-yne and 3-(1-phenylsulfonyl-4-iodo-1H-pyrazol-3-yl)-pyridine (36B). (flash chromatography with diethyl ether/PE 1/1) to afford 3-(1-phenylsulfonyl-4-non-1-ynyl-1H-pyrazol-3-yl)-pyridine (43C) as an oil (80%). (TLC diethyl ether Rf 0.44).